This data is from the Open Reaction Database (ORD), a public repository of structured organic reaction records. The task is: describe an organic reaction: reactants, conditions, products, and yield Reactants: OC1=CC=C(C=O)C=C1 (4-hydroxy-benzaldehyde). The solvent is CC(=O)C (acetone). Yields the product OC1=CC=C(C=CC(C)=O)C=C1 (4-hydroxy-benzalacetone). As a reaction SMILES: [OH:1][C:2]1[CH:9]=[CH:8][C:5]([CH:6]=O)=[CH:4][CH:3]=1>CC(C)=O>[OH:1][C:2]1[CH:9]=[CH:8][C:5]([CH:6]=[CH:3][C:2](=[O:1])[CH3:9])=[CH:4][CH:3]=1. Procedure details: It has also been disclosed that 4-hydroxy-benzaldehyde can be condensed with acetone to give 4-hydroxy-benzalacetone, which is then hydrogenated to 4-(4-hydroxy-phenyl)-butan-2-one (cf. J. Am. Chem. Soc. 70 (1948), 3360). The 4-hydroxy-benzaldehyde required as the starting compound for this two-stage process is, however, difficult to prepare and therefore very expensive. Furthermore, the overall yield of 1-(4-hydroxy-phenyl)-butan-3-one obtained by this process is unsatisfactory. RXN SMILES: Cl[C:2]1[N:3]=[C:4]([N:21]2[CH2:25][CH2:24][C@H:23]([OH:26])[CH2:22]2)[C:5]2[CH:10]=[CH:9][N:8]([S:11]([C:14]3[CH:20]=[CH:19][C:17]([CH3:18])=[CH:16][CH:15]=3)(=[O:13])=[O:12])[C:6]=2[N:7]=1.[NH2:27][C:28]1[CH:33]=[CH:32][C:31]([N:34]2[CH2:39][CH2:38][N:37]([C:40](=[O:42])[CH3:41])[CH2:36][CH2:35]2)=[CH:30][CH:29]=1.C[Si](Cl)(C)C>CCCCO>[OH:26][C@H:23]1[CH2:24][CH2:25][N:21]([C:4]2[C:5]3[CH:10]=[CH:9][N:8]([S:11]([C:14]4[CH:20]=[CH:19][C:17]([CH3:18])=[CH:16][CH:15]=4)(=[O:13])=[O:12])[C:6]=3[N:7]=[C:2]([NH:27][C:28]3[CH:29]=[CH:30][C:31]([N:34]4[CH2:35][CH2:36][N:37]([C:40](=[O:42])[CH3:41])[CH2:38][CH2:39]4)=[CH:32][CH:33]=3)[N:3]=2)[CH2:22]1. Reactants: ClC=1N=C(C2=C(N1)N(C=C2)S(=O)(=O)C2=CC=C(C)C=C2)N2C[C@H](CC2)O ((S)-1-(2-chloro-7-tosyl-7H-pyrrolo[2,3-d]pyrimidin-4-yl)pyrrolidin-3-ol), NC1=CC=C(C=C1)N1CCN(CC1)C(C)=O (1-(4-(4-aminophenyl)piperazin-1-yl)ethanone), C[Si](C)(C)Cl (trimethylsilyl chloride). The product is O[C@@H]1CN(CC1)C=1C2=C(N=C(N1)NC1=CC=C(C=C1)N1CCN(CC1)C(C)=O)N(C=C2)S(=O)(=O)C2=CC=C(C)C=C2 ((S)-1-(4-(4-(4-(3-hydroxypyrrolidin-1-yl)-7-tosyl-7H-pyrrolo[2,3-d]pyrimidin-2-ylamino)phenyl)piperazin-1-yl)ethanone). Procedure details: A mixture of (S)-1-(2-chloro-7-tosyl-7H-pyrrolo[2,3-d]pyrimidin-4-yl)pyrrolidin-3-ol (201 mg, 0.512 mmol), 1-(4-(4-aminophenyl)piperazin-1-yl)ethanone (160 mg, 0.730 mmol) and trimethylsilyl chloride (0.200 mL, 1.58 mmol) in n-BuOH (5 mL) was stirred at 120° C. for 40 h. n-BuOH was removed in vacuo. The residue was purified by HPLC to give (S)-1-(4-(4-(4-(3-hydroxypyrrolidin-1-yl)-7-tosyl-7H-pyrrolo[2,3-d]pyrimidin-2-ylamino)phenyl)piperazin-1-yl)ethanone (80 mg). MS 576.5 (M+H) Yield: 27.1%. Solvent: CCCCO (n-BuOH), CCCCO (n-BuOH). Starting materials: C(C)(=O)N1CCN(CC1)C1=CC=C(C=C1)S(=O)(=O)NCC(C)C (4-(4-acetyl-piperazin-1-yl)-N-isobutyl-benzenesulfonamide), [H-].[Na+] (NaH), FC(C1=C(CBr)C=CC=C1)(F)F (2-(Trifluoromethyl)benzyl bromide). The solvent is CCOC(=O)C (EtOAc), CC(=O)N(C)C (DMA). Conditions: time 30 minute. Yields the product C(C)(=O)N1CCN(CC1)C1=CC=C(C=C1)S(=O)(=O)N(CC1=C(C=CC=C1)C(F)(F)F)CC(C)C (4-(4-Acetyl-piperazin-1-yl)-N-isobutyl-N-(2-trifluoromethyl-benzyl)-benzenesulfonamide). Isolated yield 74.9%. Reaction SMILES: [C:1]([N:4]1[CH2:9][CH2:8][N:7]([C:10]2[CH:15]=[CH:14][C:13]([S:16]([NH:19][CH2:20][CH:21]([CH3:23])[CH3:22])(=[O:18])=[O:17])=[CH:12][CH:11]=2)[CH2:6][CH2:5]1)(=[O:3])[CH3:2].[H-].[Na+].[F:26][C:27]([F:37])([F:36])[C:28]1[CH:35]=[CH:34][CH:33]=[CH:32][C:29]=1[CH2:30]Br>CC(N(C)C)=O.CCOC(C)=O>[C:1]([N:4]1[CH2:9][CH2:8][N:7]([C:10]2[CH:11]=[CH:12][C:13]([S:16]([N:19]([CH2:20][CH:21]([CH3:23])[CH3:22])[CH2:30][C:29]3[CH:32]=[CH:33][CH:34]=[CH:35][C:28]=3[C:27]([F:37])([F:36])[F:26])(=[O:18])=[O:17])=[CH:14][CH:15]=2)[CH2:6][CH2:5]1)(=[O:3])[CH3:2] |f:1.2|. Procedure: A solution of 4-(4-acetyl-piperazin-1-yl)-N-isobutyl-benzenesulfonamide (100 mg, 0.295 mmol) in DMA (2 mL) was treated with NaH (60% dispersion in mineral oil, 18 mg, 0.443 mmol) and stirred at room temperature for 30 minutes. 2-(Trifluoromethyl)benzyl bromide (141 mg, 0.590 mmol) was added and the mixture heated at 90° C. for 1 hour. The cooled mixture was diluted with EtOAc, washed with water and brine, dried over Na2SO4 and concentrated under vacuum. Purification by silica gel column chromato... Reactants: [Li]CCCC (BuLi), C(C)OC(=O)N1CCC2=C(CC1)C(=C(S2)Br)Br (2,3-Dibromo-4,5,7,8-tetrahydro-thieno[2,3-d]azepine-6-carboxylic acid ethyl ester), FC(C(=O)C(C(F)(F)F)O)(F)F (trifluoroacetyl 2,2,2-trifluoroethanol). Solvent: C1CCOC1 (THF). Reaction conditions: temperature -78 celsius, time 15 minute. Yields the product C(C)OC(=O)N1CCC2=C(CC1)C(=C(S2)C(C(F)(F)F)=O)Br (3-Bromo-2-(2,2,2-trifluoro-acetyl)-4,5,7,8-tetrahydro-thieno[2,3-d]azepine-6-carboxylic acid ethyl ester). Isolated yield 35.1%. RXN SMILES: [CH2:1]([O:3][C:4]([N:6]1[CH2:12][CH2:11][C:10]2[C:13]([Br:17])=[C:14](Br)[S:15][C:9]=2[CH2:8][CH2:7]1)=[O:5])[CH3:2].[Li]CCCC.[F:23][C:24]([F:34])([F:33])[C:25](C(O)C(F)(F)F)=[O:26]>C1COCC1>[CH2:1]([O:3][C:4]([N:6]1[CH2:12][CH2:11][C:10]2[C:13]([Br:17])=[C:14]([C:25](=[O:26])[C:24]([F:34])([F:33])[F:23])[S:15][C:9]=2[CH2:8][CH2:7]1)=[O:5])[CH3:2]. Procedure details: The product of Example 1, step (e) (200 mg, 0.52 mmol) was dissolved in 5 mL THF, cooled to −78° C. and treated with BuLi (0.33 mL of 1.6 M). After stirring for 15 minutes at −78° C., trifluoroacetyl 2,2,2-trifluoroethanol (132 uL, 0.68 mmol) was added and the reaction was allowed to warm to room temperature. The reaction was quenched with water (50 uL) and concentrated. The residue was purified by silica gel chromatography to give 73 mg of the sub-title compound.